From a dataset of the Open Reaction Database (ORD), a public repository of structured organic reaction records. describe an organic reaction: reactants, conditions, products, and yield Starting materials: N1=CC=CC=C1 (pyridine), C[Si](Cl)(C)C (trimethylchlorosilane), [I-].[Li+] (lithium iodide), C1(=CC=CC=C1)CC(=O)NC1[C@@H]2N(C(C(S2)(C)C)P(=O)(OC)O)C1=O (6-(2-phenylacetamido)-2,2-dimethyl-3-(O-methylphosphono)penam). Solvent: O (water). Reaction conditions: temperature 25 celsius, time 5 hour. The product is C1(=CC=CC=C1)CC(=O)NC1[C@@H]2N(C(C(S2)(C)C)P(=O)(O)O)C1=O (6-(2-phenylacetamido)-2,2-dimethyl-3-phosphonopenam). Reaction SMILES: [C:1]1([CH2:7][C:8]([NH:10][CH:11]2[C:24](=[O:25])[N:13]3[CH:14]([P:19]([OH:23])([O:21]C)=[O:20])[C:15]([CH3:18])([CH3:17])[S:16][C@H:12]23)=[O:9])[CH:6]=[CH:5][CH:4]=[CH:3][CH:2]=1.N1C=CC=CC=1.C[Si](C)(C)Cl.[I-].[Li+]>O>[C:1]1([CH2:7][C:8]([NH:10][CH:11]2[C:24](=[O:25])[N:13]3[CH:14]([P:19]([OH:23])([OH:21])=[O:20])[C:15]([CH3:18])([CH3:17])[S:16][C@H:12]23)=[O:9])[CH:6]=[CH:5][CH:4]=[CH:3][CH:2]=1 |f:3.4|. Procedure: 6-(2-phenylacetamido)-2,2-dimethyl-3-(O-methylphosphono)penam (384 mg., 1.0 millimole) is dissolved in 4 ml. of dry pyridine then trimethylchlorosilane (0.381 ml., 3.0 millimoles) and lithium iodide (536 mg., 4.0 millimoles) are added. The reaction mixture is stirred under nitrogen at 25° C. for 5 hours after which 2 ml. of water is added. The mixture is stirred for 10 minutes then the volatiles removed by evaporation in vacuo. The residue was taken up in water, adjusted to pH 8.0 and extracted ...